This data is from the Open Reaction Database (ORD), a public repository of structured organic reaction records. The task is: describe an organic reaction: reactants, conditions, products, and yield The reactants are OC1(COC1)C=1NC(=C(N1)C)C=1C=C(C(=O)N2CC(C2)C2=CC=C(C#N)C=C2)C=CC1C (4-(1-(3-(2-(3-hydroxyoxetan-3-yl)-4-methyl-1H-imidazol-5-yl)-4-methylbenzoyl)azetidin-3-yl)benzonitrile), O1CCC(CC1)=O (dihydro-2H-pyran-4(3H)-one). Yields the product OC1(CCOCC1)C=1NC(=C(N1)C)C=1C=C(C(=O)N2CC(C2)C2=CC=C(C#N)C=C2)C=CC1C (4-(1-(3-(2-(4-Hydroxytetrahydro-2H-pyran-4-yl)-4-methyl-1H-imidazol-5-yl)-4-methylbenzoyl)azetidin-3-yl)benzonitrile). Procedure: The title compound was prepared using standard chemical manipulations and procedures similar to those used for the preparation of compound 192, except dihydro-2H-pyran-4(3H)-one was used in place of oxetan-3-one. m/z (ES+) 457 (M+H)+. As a reaction SMILES: [OH:1][C:2]1([C:6]2[NH:7][C:8]([C:12]3[CH:13]=[C:14]([CH:29]=[CH:30][C:31]=3[CH3:32])[C:15]([N:17]3[CH2:20][CH:19]([C:21]4[CH:28]=[CH:27][C:24]([C:25]#[N:26])=[CH:23][CH:22]=4)[CH2:18]3)=[O:16])=[C:9]([CH3:11])[N:10]=2)[CH2:5]OC1.[O:33]1[CH2:38]CC(=O)[CH2:35][CH2:34]1>>[OH:1][C:2]1([C:6]2[NH:7][C:8]([C:12]3[CH:13]=[C:14]([CH:29]=[CH:30][C:31]=3[CH3:32])[C:15]([N:17]3[CH2:18][CH:19]([C:21]4[CH:22]=[CH:23][C:24]([C:25]#[N:26])=[CH:27][CH:28]=4)[CH2:20]3)=[O:16])=[C:9]([CH3:11])[N:10]=2)[CH2:35][CH2:34][O:33][CH2:38][CH2:5]1. Reactants: O=c1ccn(CCO)c(C(O)c2ccccc2)c1OCc1ccccc1, O=c1ccn(CCO)c(C(OC2CCCCO2)c2ccccc2)c1OCc1ccccc1, CCO, Cl. Yields the product O=c1ccn(CCO)c(C(O)c2ccccc2)c1O. Reaction SMILES: [CH2:1]([c:2]1[cH:3][cH:4][cH:5][cH:6][cH:7]1)[O:8][c:9]1[c:10]([CH:19]([c:20]2[cH:21][cH:22][cH:23][cH:24][cH:25]2)[OH:26])[n:11]([CH2:16][CH2:17][OH:18])[cH:12][cH:13][c:14]1=[O:15].[CH2:27]([O:28][c:29]1[c:30](=[O:31])[cH:32][cH:33][n:34]([CH2:35][CH2:36][OH:37])[c:38]1[CH:39]([c:40]1[cH:41][cH:42][cH:43][cH:44][cH:45]1)[O:46][CH:47]1[CH2:48][CH2:49][CH2:50][CH2:51][O:52]1)[c:53]1[cH:54][cH:55][cH:56][cH:57][cH:58]1.[CH3:59][CH2:60][OH:61].[ClH:62]>>[OH:8][c:9]1[c:10]([CH:19]([c:20]2[cH:21][cH:22][cH:23][cH:24][cH:25]2)[OH:26])[n:11]([CH2:16][CH2:17][OH:18])[cH:12][cH:13][c:14]1=[O:15]. Starting materials: NC1=C(C(=O)O)C=C(C=C1)I (2-amino-5-iodobenzoic acid), ClC1=C(C(=O)O)C=CC=N1 (2-chloronicotinic acid), Cl (hydrochloric acid). The solvent is C(C)O (ethanol). Conditions: temperature 0 celsius. Product: IC=1C=C2C(N3C(=NC2=CC1)C(=CC=C3)C(=O)O)=O (2-Iodo-11-oxo-11-H-Pyrido[2,1-b]quinazoline-6-carboxylic acid). As a reaction SMILES: [NH2:1][C:2]1[CH:10]=[CH:9][C:8]([I:11])=[CH:7][C:3]=1[C:4]([OH:6])=O.Cl[C:13]1[N:21]=[CH:20][CH:19]=[CH:18][C:14]=1[C:15]([OH:17])=[O:16].Cl>C(O)C>[I:11][C:8]1[CH:7]=[C:3]2[C:2](=[CH:10][CH:9]=1)[N:1]=[C:13]1[C:14]([C:15]([OH:17])=[O:16])=[CH:18][CH:19]=[CH:20][N:21]1[C:4]2=[O:6]. Procedure: A solution of 2-amino-5-iodobenzoic acid (25 g; 95.0 mmol), 2-chloronicotinic acid (14.97 g; 95.0 mmol), concentrated hydrochloric acid (3.17 ml; 38 mmol), and ethanol (150 ml) was heated at reflux for 18 hours, then cooled to 0° C. The precipitate was collected by filtration and the filter cake was washed with fresh ethanol (200 ml). The filter cake was dried in vacuo over phosphorous pentoxide to provide product as a yellow solid: 12.0 g. Starting materials: O=C(/C(/C(=O)OC(C)(C)C)=N/O[C@H]1C[C@H](N(C1)C(=O)OCC1=CC=C(C=C1)[N+](=O)[O-])C(=O)OCC1=CC=C(C=C1)[N+](=O)[O-])C (tert-Butyl 3-oxo-(Z)-2-[(2S,4S)-1-(4-nitrobenzyloxycarbonyl)-2-(4-nitrobenzyloxycarbonyl)pyrrolidine-4-yloxyimino]butyrate), S(=O)(=O)(Cl)Cl (sulphuryl chloride), CN(C1=CC=CC=C1)C (N,N-dimethylaniline), NC(=S)N (thiourea). Run in C(C)(=O)O (acetic acid), C(C)O (Ethanol). Conditions: temperature 50 celsius, time 1.5 hour. The product is NC=1SC=C(N1)/C(/C(=O)O)=N/O[C@H]1C[C@H](N(C1)C(=O)OCC1=CC=C(C=C1)[N+](=O)[O-])C(=O)OCC1=CC=C(C=C1)[N+](=O)[O-] (2-(2-Aminothiazol-4-yl)-(Z)-2-[(2S,4S)-1-(4-nitrobenzyloxycarbonyl)-2-(4-nitrobenzyloxycarbonyl)pyrrolidin-4-yloxyimino]acetic acid). Yield: 92.8%. As a reaction SMILES: O=[C:2]([CH3:44])/[C:3](=[N:11]/[O:12][C@@H:13]1[CH2:17][N:16]([C:18]([O:20][CH2:21][C:22]2[CH:27]=[CH:26][C:25]([N+:28]([O-:30])=[O:29])=[CH:24][CH:23]=2)=[O:19])[C@H:15]([C:31]([O:33][CH2:34][C:35]2[CH:40]=[CH:39][C:38]([N+:41]([O-:43])=[O:42])=[CH:37][CH:36]=2)=[O:32])[CH2:14]1)/[C:4]([O:6]C(C)(C)C)=[O:5].S(Cl)(Cl)(=O)=O.[NH2:50][C:51]([NH2:53])=[S:52].CN(C)C1C=CC=CC=1>C(O)(=O)C.C(O)C>[NH2:53][C:51]1[S:52][CH:44]=[C:2](/[C:3](=[N:11]/[O:12][C@@H:13]2[CH2:17][N:16]([C:18]([O:20][CH2:21][C:22]3[CH:23]=[CH:24][C:25]([N+:28]([O-:30])=[O:29])=[CH:26][CH:27]=3)=[O:19])[C@H:15]([C:31]([O:33][CH2:34][C:35]3[CH:36]=[CH:37][C:38]([N+:41]([O-:43])=[O:42])=[CH:39][CH:40]=3)=[O:32])[CH2:14]2)/[C:4]([OH:6])=[O:5])[N:50]=1. Reported procedure: tert-Butyl 3-oxo-(Z)-2-[(2S,4S)-1-(4-nitrobenzyloxycarbonyl)-2-(4-nitrobenzyloxycarbonyl)pyrrolidine-4-yloxyimino]butyrate (2.19 g, 3.56 mmol) in acetic acid (7 ml) was treated with sulphuryl chloride (2.89 ml, 4.81 g, 35.6 mmol) and the mixture was heated at 50° C. for 2.75 h. The mixture was evaporated under reduced pressure, and toluene added to the residue an the solvent evaporated. The was repeated a further three times. The residue was partially dissolved in ethanol (15 ml) and thiourea (2... Starting materials: CC(C)(C)OC(=O)NCCn1nnc(C2CC3(c4ccccc4)C(OCc4cc(C(F)(F)F)cc(C(F)(F)F)c4)CCC2N3Cc2ccccc2)n1, ClCCl, O=C(O)C(F)(F)F. Product: NCCn1nnc(C2CC3(c4ccccc4)C(OCc4cc(C(F)(F)F)cc(C(F)(F)F)c4)CCC2N3Cc2ccccc2)n1. RXN SMILES: [CH2:1]([c:2]1[cH:3][cH:4][cH:5][cH:6][cH:7]1)[N:8]1[C:9]2([c:47]3[cH:48][cH:49][cH:50][cH:51][cH:52]3)[CH:10]([O:31][CH2:32][c:33]3[cH:34][c:35]([C:43]([F:44])([F:45])[F:46])[cH:36][c:37]([C:39]([F:40])([F:41])[F:42])[cH:38]3)[CH2:11][CH2:12][CH:13]1[CH:14]([c:16]1[n:17][n:18][n:19]([CH2:21][CH2:22][NH:23][C:24]([O:25][C:26]([CH3:27])([CH3:28])[CH3:29])=[O:30])[n:20]1)[CH2:15]2.[Cl:53][CH2:54][Cl:55].[F:56][C:57]([F:58])([F:59])[C:60]([OH:61])=[O:62]>>[CH2:1]([c:2]1[cH:3][cH:4][cH:5][cH:6][cH:7]1)[N:8]1[C:9]2([c:47]3[cH:48][cH:49][cH:50][cH:51][cH:52]3)[CH:10]([O:31][CH2:32][c:33]3[cH:34][c:35]([C:43]([F:44])([F:45])[F:46])[cH:36][c:37]([C:39]([F:40])([F:41])[F:42])[cH:38]3)[CH2:11][CH2:12][CH:13]1[CH:14]([c:16]1[n:17][n:18][n:19]([CH2:21][CH2:22][NH2:23])[n:20]1)[CH2:15]2. The reactants are ClCCCCCCNC=1C=C(C=C2C(=CC=NC12)C)OC (N-(6-chlorohexyl)-6-methoxy-4-methyl-8-quinolinamine), C(C)S(=O)(=O)N1CCNCC1 (1-(ethylsulfonyl)-piperazine). Solvent: O (water), ClCCl (dichloromethane). Product: C(C)S(=O)(=O)N1CCN(CC1)CCCCCCNC=1C=C(C=C2C(=CC=NC12)C)OC (4-(Ethylsulfonyl)-N-(6-methoxy-4-methyl-8-quinolinyl)-1-piperazinehexan-amine). Yield: 68.2%. RXN SMILES: Cl[CH2:2][CH2:3][CH2:4][CH2:5][CH2:6][CH2:7][NH:8][C:9]1[CH:10]=[C:11]([O:20][CH3:21])[CH:12]=[C:13]2[C:18]=1[N:17]=[CH:16][CH:15]=[C:14]2[CH3:19].[CH2:22]([S:24]([N:27]1[CH2:32][CH2:31][NH:30][CH2:29][CH2:28]1)(=[O:26])=[O:25])[CH3:23]>ClCCl.O>[CH2:22]([S:24]([N:27]1[CH2:28][CH2:29][N:30]([CH2:2][CH2:3][CH2:4][CH2:5][CH2:6][CH2:7][NH:8][C:9]2[CH:10]=[C:11]([O:20][CH3:21])[CH:12]=[C:13]3[C:18]=2[N:17]=[CH:16][CH:15]=[C:14]3[CH3:19])[CH2:31][CH2:32]1)(=[O:26])=[O:25])[CH3:23]. Procedure details: A mixture of 1.5 g. (0.0049 mole) of N-(6-chlorohexyl)-6-methoxy-4-methyl-8-quinolinamine and 2.7 g (0.015 mole) of 1-(ethylsulfonyl)-piperazine was heated at 130° for 50 min, allowed to cool and taken up in dichloromethane and water. The organic layer was washed again, dried, and concentrated to dryness in vacuo. The residue was chromatographed over 70 g of silica gel first with ethyl acetate and then with 2% methanol in ethyl acetate. The eluant containing product, Rf(silica--ethyl acetate)=0.... Reactants: BrC1=C(C=CC(=C1)C1=NCC(C1)(C(F)(F)F)C1=CC(=CC(=C1)Cl)Cl)CN1C(C=2C(C1=O)=CC=CC2)=O (N-[2-bromo-4-[4-(3,5-dichlorophenyl)-4-trifluoromethyl-4,5-dihydro-3H-pyrrole-2-yl]phenylmethyl]phthalimide), O.NN (hydrazine monohydrate). Solvent: C(C)O (ethanol). The product is NCC1=C(C=C(C=C1)C1=NCC(C1)(C(F)(F)F)C1=CC(=CC(=C1)Cl)Cl)Br (2-(4-aminomethyl-3-bromophenyl)-4-(3,5-dichlorophenyl)-4-trifluoromethyl-4,5-dihydro-3H-pyrrole). As a reaction SMILES: [Br:1][C:2]1[CH:7]=[C:6]([C:8]2[CH2:12][C:11]([C:17]3[CH:22]=[C:21]([Cl:23])[CH:20]=[C:19]([Cl:24])[CH:18]=3)([C:13]([F:16])([F:15])[F:14])[CH2:10][N:9]=2)[CH:5]=[CH:4][C:3]=1[CH2:25][N:26]1C(=O)C2=CC=CC=C2C1=O.O.NN>C(O)C>[NH2:26][CH2:25][C:3]1[CH:4]=[CH:5][C:6]([C:8]2[CH2:12][C:11]([C:17]3[CH:22]=[C:21]([Cl:23])[CH:20]=[C:19]([Cl:24])[CH:18]=3)([C:13]([F:16])([F:14])[F:15])[CH2:10][N:9]=2)=[CH:7][C:2]=1[Br:1] |f:1.2|. Reported procedure: To a solution of 0.22 g of N-[2-bromo-4-[4-(3,5-dichlorophenyl)-4-trifluoromethyl-4,5-dihydro-3H-pyrrole-2-yl]phenylmethyl]phthalimide in 5 mL of ethanol, 0.074 g of hydrazine monohydrate was added and the resultant reaction mixture was stirred while heating the mixture to reflux for 2 hours. After the completion of the reaction, the reaction mixture was left to be cooled down to room temperature and deposited insoluble substances were filtered off, followed by distilling off the solvent under r... Reactants: BrC1=NC=CC(=C1)C1(COC(OC1)(C)C)N (5-(2-bromo-pyridin-4-yl)-2,2-dimethyl-[1,3]dioxan-5-ylamine), C(=O)([O-])[O-].[Na+].[Na+] (Na2CO3), ClCC(=O)Cl (Chloroacetyl chloride). Run in C(Cl)Cl (DCM), C(Cl)Cl (DCM). Conditions: time 5 minute. The product is BrC1=NC=CC(=C1)C1(COC(OC1)(C)C)NC(CCl)=O (N-[5-(2-Bromo-pyridin-4-yl)-2,2-dimethyl-[1,3]dioxan-5-yl]-2-chloro-acetamide). RXN SMILES: [Br:1][C:2]1[CH:7]=[C:6]([C:8]2([NH2:16])[CH2:13][O:12][C:11]([CH3:15])([CH3:14])[O:10][CH2:9]2)[CH:5]=[CH:4][N:3]=1.C([O-])([O-])=O.[Na+].[Na+].[Cl:23][CH2:24][C:25](Cl)=[O:26]>C(Cl)Cl>[Br:1][C:2]1[CH:7]=[C:6]([C:8]2([NH:16][C:25](=[O:26])[CH2:24][Cl:23])[CH2:13][O:12][C:11]([CH3:14])([CH3:15])[O:10][CH2:9]2)[CH:5]=[CH:4][N:3]=1 |f:1.2.3|. Procedure details: To a solution of 5-(2-bromo-pyridin-4-yl)-2,2-dimethyl-[1,3]dioxan-5-ylamine (9.5 g, 33.1 mmol) in DCM (100 ml) was added aq. Na2CO3 (8.7 g in 50 ml) at 0° C. and stirring continued for 5 min. Chloroacetyl chloride (2.9 ml, 36.41 mmol) was added to the resultant reaction mixture drop wise and stirred for 30 min at 0° C. Reaction mass was diluted with DCM (200 ml) and organic layer was washed successively washed with water, brine, dried over anhydrous Na2SO4 and concentrated under reduced pressur...